From a dataset of the Open Reaction Database (ORD), a public repository of structured organic reaction records. describe an organic reaction: reactants, conditions, products, and yield Starting materials: TEA, C(C)(C)(C)OC(N(C)C(C)C(NC(C(C)(C)C)C(=O)N1C2C(CC1)NCC2COC2=CC(=C(C=C2)F)F)=O)=O ((1-{1-[6-(3,4-Difluoro-phenoxymethyl)-hexahydro-pyrrolo[3,2-b]pyrrole-1-carbonyl]-2,2-dimethyl-propylcarbamoyl}-ethyl)-methyl-carbamic acid tert-butyl ester), CN(C(=O)Cl)C (dimethylcarbamyl chloride). Run in C(Cl)Cl (DCM), C(Cl)Cl (DCM). Run at time 6 hour. Product: C(C)(C)(C)OC(N(C)C(C)C(NC(C(C)(C)C)C(=O)N1C2C(CC1)N(CC2COC2=CC(=C(C=C2)F)F)C(N(C)C)=O)=O)=O ((1-{1-[6-(3,4-Difluoro-phenoxymethyl)-4-dimethylcarbamoyl-hexahydro-pyrrolo[3,2-b]pyrrole-1-carbonyl]-2,2-dimethylpropylcarbamoyl}-ethyl)-methyl-carbamic acid tert-butyl ester). Yield: 112.8%. RXN SMILES: [C:1]([O:5][C:6](=[O:39])[N:7]([CH:9]([C:11](=[O:38])[NH:12][CH:13]([C:18]([N:20]1[CH2:24][CH2:23][CH:22]2[NH:25][CH2:26][CH:27]([CH2:28][O:29][C:30]3[CH:35]=[CH:34][C:33]([F:36])=[C:32]([F:37])[CH:31]=3)[CH:21]12)=[O:19])[C:14]([CH3:17])([CH3:16])[CH3:15])[CH3:10])[CH3:8])([CH3:4])([CH3:3])[CH3:2].[CH3:40][N:41]([CH3:45])[C:42](Cl)=[O:43]>C(Cl)Cl>[C:1]([O:5][C:6](=[O:39])[N:7]([CH:9]([C:11](=[O:38])[NH:12][CH:13]([C:18]([N:20]1[CH2:24][CH2:23][CH:22]2[N:25]([C:42](=[O:43])[N:41]([CH3:45])[CH3:40])[CH2:26][CH:27]([CH2:28][O:29][C:30]3[CH:35]=[CH:34][C:33]([F:36])=[C:32]([F:37])[CH:31]=3)[CH:21]12)=[O:19])[C:14]([CH3:16])([CH3:17])[CH3:15])[CH3:10])[CH3:8])([CH3:2])([CH3:3])[CH3:4]. Procedure: A solution of amine 84 (480 mg, 0.87 mmol) in DCM (10 mL) was cooled to 0° C. and treated with TEA (0.18 mL, 1.30 mmol) followed by dimethylcarbamyl chloride (0.10 mL, 1.04 mmol). The reaction mixture was allowed to warm to ambient temperature. After 6 h, the reaction mixture was diluted with DCM, washed successively with 1M HCl, and brine, dried over anhydrous Na2SO4, filtered and concentrated to afford 88 (612 mg, 100%) as a white foam that was used without further purification. 1H NMR (CDCl3,... The reactants are CN(C)C1(C#N)CCC(OCc2ccccc2)CC1, [Mg+]Cc1ccccc1, [Cl-], [Cl-], [NH4+], C1CCOC1. Product: CN(C)C1(Cc2ccccc2)CCC(OCc2ccccc2)CC1. RXN SMILES: [CH2:1]([c:2]1[cH:3][cH:4][cH:5][cH:6][cH:7]1)[O:8][CH:9]1[CH2:10][CH2:11][C:12]([C:15]#[N:16])([N:17]([CH3:18])[CH3:19])[CH2:13][CH2:14]1.[CH2:21]([c:22]1[cH:23][cH:24][cH:25][cH:26][cH:27]1)[Mg+:28].[Cl-:20].[Cl-:29].[NH4+:30].[O:31]1[CH2:32][CH2:33][CH2:34][CH2:35]1>>[CH2:1]([c:2]1[cH:3][cH:4][cH:5][cH:6][cH:7]1)[O:8][CH:9]1[CH2:10][CH2:11][C:12]([CH2:15][c:22]2[cH:23][cH:24][cH:25][cH:26][cH:27]2)([N:17]([CH3:18])[CH3:19])[CH2:13][CH2:14]1. Reagents/catalysts: O1BOC(C)(C)C1(C)C, O1B(OC(C)(C)C1(C)C)B2OC(C)(C)C(O2)(C)C, N1=CC=CC2=CC=CC(N)=C12, NC(C)(C)C, C[OH2+].C[OH2+].C1CC=CCCC=C1.C1CC=CCCC=C1.[Ir].[Ir]. Reactants: O=CC=1C=CC(=CC1)C=2C=CC=CC2. Reaction conditions: temperature 90 celsius, time 12 hour. Run in O1CCCC1. Yield: 70.0%. Product: O=CC=1C=CC(=CC1B2OC(C)(C)C(O2)(C)C)C=3C=CC=CC3. Starting materials: COc1cc(C(C)C)c2c(c1)S(=O)(=O)N(CBr)C2=O, [Cl-], [F-], [K+], [NH4+], CN(C)C=O, Oc1cc(C(F)(F)F)nn1-c1ncccn1. The product is COc1cc(C(C)C)c2c(c1)S(=O)(=O)N(COc1cc(C(F)(F)F)nn1-c1ncccn1)C2=O. As a reaction SMILES: [Br:19][CH2:20][N:21]1[S:22](=[O:36])(=[O:37])[c:23]2[c:24]([c:27]([CH:33]([CH3:34])[CH3:35])[cH:28][c:29]([O:31][CH3:32])[cH:30]2)[C:25]1=[O:26].[Cl-:43].[F-:17].[K+:18].[NH4+:44].[O:38]=[CH:39][N:40]([CH3:41])[CH3:42].[n:1]1[c:2](-[n:7]2[n:8][c:9]([C:13]([F:14])([F:15])[F:16])[cH:10][c:11]2[OH:12])[n:3][cH:4][cH:5][cH:6]1>>[n:1]1[c:2](-[n:7]2[n:8][c:9]([C:13]([F:14])([F:15])[F:16])[cH:10][c:11]2[O:12][CH2:20][N:21]2[S:22](=[O:36])(=[O:37])[c:23]3[c:24]([c:27]([CH:33]([CH3:34])[CH3:35])[cH:28][c:29]([O:31][CH3:32])[cH:30]3)[C:25]2=[O:26])[n:3][cH:4][cH:5][cH:6]1. Isolated yield 73.1%. Run at temperature 0 celsius. Procedure: 0.5 g of sodium hydride (purity: 55%) was added to 50 ml of dimethylformamide, and then 3.8 g of 3-(4-trifluoromethoxyphenyl)-6-(2-chlorophenyl)-2,4(1H,3H)-pyrimidinedione was added to the solution with stirring at 0° C. The resulting solution was stirred at room temperature for 15 minutes, then added dropwise with 1.3 g of chloromethylethyl ether and further stirred at room temperature for 3 hours. The reaction mixture was added into 200 ml of ice water and extracted with 200 ml of ethyl acetat... RXN SMILES: [H-].[Na+].[F:3][C:4]([F:28])([F:27])[O:5][C:6]1[CH:11]=[CH:10][C:9]([N:12]2[C:17](=[O:18])[CH:16]=[C:15]([C:19]3[CH:24]=[CH:23][CH:22]=[CH:21][C:20]=3[Cl:25])[NH:14][C:13]2=[O:26])=[CH:8][CH:7]=1.Cl[CH2:30][O:31][CH2:32][CH3:33]>CN(C)C=O>[CH2:32]([O:31][CH2:30][N:14]1[C:15]([C:19]2[CH:24]=[CH:23][CH:22]=[CH:21][C:20]=2[Cl:25])=[CH:16][C:17](=[O:18])[N:12]([C:9]2[CH:10]=[CH:11][C:6]([O:5][C:4]([F:3])([F:27])[F:28])=[CH:7][CH:8]=2)[C:13]1=[O:26])[CH3:33] |f:0.1|. The product is C(C)OCN1C(N(C(C=C1C1=C(C=CC=C1)Cl)=O)C1=CC=C(C=C1)OC(F)(F)F)=O (1-ethoxymethyl-3-(4-trifluoromethoxyphenyl)-6-(2-chlorophenyl)-2,4(1H,3H)-pyrimidinedione). Solvent: CN(C=O)C (dimethylformamide). Starting materials: ice water, [H-].[Na+] (sodium hydride), ClCOCC (chloromethylethyl ether), FC(OC1=CC=C(C=C1)N1C(NC(=CC1=O)C1=C(C=CC=C1)Cl)=O)(F)F (3-(4-trifluoromethoxyphenyl)-6-(2-chlorophenyl)-2,4(1H,3H)-pyrimidinedione). Reactants: CO, Cl, [K+], [OH-], O, CCOC(=O)CCCCC(CC(C)N(C)C)(c1ccccc1)c1ccccc1. Product: CC(CC(CCCCC(=O)O)(c1ccccc1)c1ccccc1)N(C)C. As a reaction SMILES: [CH3:32][OH:33].[ClH:31].[K+:30].[OH-:29].[OH2:34].[c:1]1([C:7]([CH2:8][CH2:9][CH2:10][CH2:11][C:12](=[O:13])[O:14][CH2:15][CH3:16])([CH2:17][CH:18]([CH3:19])[N:20]([CH3:21])[CH3:22])[c:23]2[cH:24][cH:25][cH:26][cH:27][cH:28]2)[cH:2][cH:3][cH:4][cH:5][cH:6]1>>[c:1]1([C:7]([CH2:8][CH2:9][CH2:10][CH2:11][C:12](=[O:13])[OH:14])([CH2:17][CH:18]([CH3:19])[N:20]([CH3:21])[CH3:22])[c:23]2[cH:24][cH:25][cH:26][cH:27][cH:28]2)[cH:2][cH:3][cH:4][cH:5][cH:6]1. Reactants: 2, NC1=C(C(=O)C2=CC=CC=C2)C=CC(=C1)C (amino-4-methylbenzophenone), CC(=O)C (acetone), C1=CC=C(C(=C1)C(=O)O)C(=O)O (o-phthalic acid), [BH4-].[Na+] (sodium borohydride), [OH-].[Na+] (NaOH). Run at temperature 50 celsius, time 90 minute. The product is C(C)(C)NC1=C(C(=O)C2=CC=CC=C2)C=CC(=C1)C (2-(N-isopropylamino)-4-methylbenzophenone). Isolated yield 99.0%. As a reaction SMILES: [NH2:1][C:2]1[CH:15]=[C:14]([CH3:16])[CH:13]=[CH:12][C:3]=1[C:4]([C:6]1[CH:11]=[CH:10][CH:9]=[CH:8][CH:7]=1)=[O:5].[CH3:17][C:18]([CH3:20])=O.C1C=C(C(O)=O)C(C(O)=O)=CC=1.[BH4-].[Na+].[OH-].[Na+]>>[CH:18]([NH:1][C:2]1[CH:15]=[C:14]([CH3:16])[CH:13]=[CH:12][C:3]=1[C:4]([C:6]1[CH:11]=[CH:10][CH:9]=[CH:8][CH:7]=1)=[O:5])([CH3:20])[CH3:17] |f:3.4,5.6|. Procedure details: 422.6 g. (2 moles) of 2 amino-4-methylbenzophenone is dissolved in 2.34 liters (40.29 moles) of acetone, and with stirring 540 gms (3.25 moles) of o-phthalic acid is added. To the resulting suspension is added portionwise 80 gms (2.14 moles) of sodium borohydride over a period of 45 minutes and in a manner such as to keep the reaction mixture at 20°-25° C. At the end of the addition, the cooling is altered such as to allow the temperature to rise to 30°-35° C., and this temperature is maintained... Reactants: COCCOC, CC(C)(C)[O-], [NH3+]C(C1CC1)C(F)(F)F, [Cl-], N#Cc1cnc(Cl)c2c1[nH]c1cc(Cl)ccc12, [Na+], O=C(C=Cc1ccccc1)C=Cc1ccccc1, O=C(C=Cc1ccccc1)C=Cc1ccccc1, O=C(C=Cc1ccccc1)C=Cc1ccccc1, [Pd], [Pd], c1ccc(P(c2ccccc2)c2ccc3ccccc3c2-c2c(P(c3ccccc3)c3ccccc3)ccc3ccccc23)cc1. The product is N#Cc1cnc(NC(C2CC2)C(F)(F)F)c2c1[nH]c1cc(Cl)ccc12. Reaction SMILES: [CH3:136][O:137][CH2:138][CH2:139][O:140][CH3:141].[CH3:64][C:65]([CH3:66])([O-:67])[CH3:68].[CH:71]1([CH:74]([C:75]([F:76])([F:77])[F:78])[NH3+:79])[CH2:72][CH2:73]1.[Cl-:70].[Cl:1][c:2]1[n:3][cH:4][c:5]([C:16]#[N:17])[c:6]2[nH:7][c:8]3[cH:9][c:10]([Cl:15])[cH:11][cH:12][c:13]3[c:14]12.[Na+:69].[O:100]=[C:101]([CH:102]=[CH:103][c:104]1[cH:105][cH:106][cH:107][cH:108][cH:109]1)[CH:110]=[CH:111][c:112]1[cH:113][cH:114][cH:115][cH:116][cH:117]1.[O:118]=[C:119]([CH:120]=[CH:121][c:122]1[cH:123][cH:124][cH:125][cH:126][cH:127]1)[CH:128]=[CH:129][c:130]1[cH:131][cH:132][cH:133][cH:134][cH:135]1.[O:82]=[C:83]([CH:84]=[CH:85][c:86]1[cH:87][cH:88][cH:89][cH:90][cH:91]1)[CH:92]=[CH:93][c:94]1[cH:95][cH:96][cH:97][cH:98][cH:99]1.[Pd:80].[Pd:81].[cH:18]1[cH:19][cH:20][c:21]([P:22]([c:23]2[cH:24][cH:25][c:26]3[c:27]([cH:28][cH:29][cH:30][cH:31]3)[c:32]2-[c:33]2[c:34]3[c:35]([cH:36][cH:37][cH:38][cH:39]3)[cH:40][cH:41][c:42]2[P:43]([c:44]2[cH:45][cH:46][cH:47][cH:48][cH:49]2)[c:50]2[cH:51][cH:52][cH:53][cH:54][cH:55]2)[c:56]2[cH:57][cH:58][cH:59][cH:60][cH:61]2)[cH:62][cH:63]1>>[c:2]1([NH:79][CH:74]([CH:71]2[CH2:72][CH2:73]2)[C:75]([F:76])([F:77])[F:78])[n:3][cH:4][c:5]([C:16]#[N:17])[c:6]2[nH:7][c:8]3[cH:9][c:10]([Cl:15])[cH:11][cH:12][c:13]3[c:14]12.